This data is from the Open Reaction Database (ORD), a public repository of structured organic reaction records. The task is: describe an organic reaction: reactants, conditions, products, and yield The reactants are NC1=CC=C(C=C1)CN1C[C@H](N([C@H](C1)C)C(=O)OC(C)(C)C)C (1,1-Dimethylethyl (2R,6S)-4-[(4-aminophenyl)methyl]-2,6-dimethyl-1-piperazinecarboxylate), C=O (paraformaldehyde), C[O-].[Na+] (sodium methoxide), C[C@@H]1N(CCN(C1)CC1=CC=C(C=C1)NC)C(=O)OC(C)(C)C (1,1-Dimethylethyl (2S)-2-methyl-4-{[4-(methylamino)phenyl]methyl}-1-piperazinecarboxylate), [BH4-].[Na+] (sodium borohydride), [BH4-].[Na+] (sodium borohydride). The solvent is 3A. Conditions: temperature 50 celsius. The product is C[C@H]1N([C@H](CN(C1)CC1=CC=C(C=C1)NC)C)C(=O)OC(C)(C)C (1,1-Dimethylethyl (2R,6S)-2,6-dimethyl-4-{[4-(methylamino)phenyl]methyl}-1-piperazinecarboxylate). As a reaction SMILES: [NH2:1][C:2]1[CH:7]=[CH:6][C:5]([CH2:8][N:9]2[CH2:14][C@H:13]([CH3:15])[N:12]([C:16]([O:18][C:19]([CH3:22])([CH3:21])[CH3:20])=[O:17])[C@H:11]([CH3:23])[CH2:10]2)=[CH:4][CH:3]=1.[CH3:24][C@H]1CN(CC2C=CC(NC)=CC=2)CCN1C(OC(C)(C)C)=O.[BH4-].[Na+].C=O.C[O-].[Na+]>>[CH3:23][C@@H:11]1[CH2:10][N:9]([CH2:8][C:5]2[CH:6]=[CH:7][C:2]([NH:1][CH3:24])=[CH:3][CH:4]=2)[CH2:14][C@H:13]([CH3:15])[N:12]1[C:16]([O:18][C:19]([CH3:21])([CH3:20])[CH3:22])=[O:17] |f:2.3,5.6|. Procedure details: The title compound was prepared from 1,1-dimethylethyl (2R,6S)-4-[(4-aminophenyl)methyl]-2,6-dimethyl-1-piperazinecarboxylate (D8) using a method similar to that described for D3 in Description 3A although the reaction was heated at 50° C. for 48 h prior to addition of sodium borohydride then for 1 h after addition. Further paraformaldehyde (1 eq) and sodium methoxide (1 eq) were added; the reaction was heated at 50° C. for 12 h; further sodium borohydride (1 eq) was added and the reaction heate... The reactants are O1C(OCC1)CN (1-(1,3-dioxolan-2-yl)methanamine), ClC1=NC(=CC=C1[N+](=O)[O-])OC (2-chloro-6-methoxy-3-nitropyridine), C(C)(=O)OCC (ethyl acetate), O (water). The solvent is CN(C=O)C (N,N-dimethylformamide), C(C)N(CC)CC (triethylamine). Reaction conditions: temperature 60 celsius, time 1 hour. Yields the product O1C(OCC1)CNC1=NC(=CC=C1[N+](=O)[O-])OC (N-(1,3-dioxolan-2-ylmethyl)-6-methoxy-3-nitropyridin-2-amine). Yield: 99.7%. Reaction SMILES: [O:1]1[CH2:5][CH2:4][O:3][CH:2]1[CH2:6][NH2:7].Cl[C:9]1[C:14]([N+:15]([O-:17])=[O:16])=[CH:13][CH:12]=[C:11]([O:18][CH3:19])[N:10]=1.C(OCC)(=O)C.O>CN(C)C=O.C(N(CC)CC)C>[O:1]1[CH2:5][CH2:4][O:3][CH:2]1[CH2:6][NH:7][C:9]1[C:14]([N+:15]([O-:17])=[O:16])=[CH:13][CH:12]=[C:11]([O:18][CH3:19])[N:10]=1. Procedure details: To a solution of 1.1 g of 1-(1,3-dioxolan-2-yl)methanamine in 10 mL of N,N-dimethylformamide, 1.6 mL of triethylamine and 2.0 g of 2-chloro-6-methoxy-3-nitropyridine were added at room temperature, and the mixture was stirred at 55 to 65° C. for 1 hour. The reaction mixture was cooled to room temperature, and ethyl acetate and water were then added thereto. The organic layer was separated, and the aqueous layer was extracted with ethyl acetate. The organic layer and the extract were combined, th... The reactants are CC(=O)[O-], Cc1ccccc1, [NH4+], CC(=O)CC(=O)c1ccco1. Product: CC(N)=CC(=O)c1ccco1. As a reaction SMILES: [CH3:13][C:14](=[O:15])[O-:16].[CH3:17][c:18]1[cH:19][cH:20][cH:21][cH:22][cH:23]1.[NH4+:12].[o:1]1[c:2]([C:6]([CH2:7][C:8]([CH3:9])=[O:10])=[O:11])[cH:3][cH:4][cH:5]1>>[o:1]1[c:2]([C:6]([CH:7]=[C:8]([CH3:9])[NH2:12])=[O:11])[cH:3][cH:4][cH:5]1.